Dataset: the Open Reaction Database (ORD), a public repository of structured organic reaction records. Task: describe an organic reaction: reactants, conditions, products, and yield The reactants are CCOC(=O)CCCBr, CO, Cl, [K+], CCOC(=O)CCCOc1cccc(CN2CCCCC2)c1, [OH-], O, Oc1cccc(CN2CCCCC2)c1. Product: O=C(O)CCCOc1cccc(CN2CCCCC2)c1. RXN SMILES: [Br:37][CH2:38][CH2:39][CH2:40][C:41]([O:42][CH2:43][CH3:44])=[O:45].[CH3:49][OH:50].[ClH:48].[K+:47].[N:1]1([CH2:7][c:8]2[cH:9][c:10]([O:11][CH2:12][CH2:13][CH2:14][C:15](=[O:16])[O:17][CH2:18][CH3:19])[cH:20][cH:21][cH:22]2)[CH2:2][CH2:3][CH2:4][CH2:5][CH2:6]1.[OH-:46].[OH2:51].[OH:23][c:24]1[cH:25][c:26]([CH2:30][N:31]2[CH2:32][CH2:33][CH2:34][CH2:35][CH2:36]2)[cH:27][cH:28][cH:29]1>>[N:1]1([CH2:7][c:8]2[cH:9][c:10]([O:11][CH2:12][CH2:13][CH2:14][C:15](=[O:16])[OH:17])[cH:20][cH:21][cH:22]2)[CH2:2][CH2:3][CH2:4][CH2:5][CH2:6]1. Starting materials: O=C(Cl)c1ccccc1, CN(C)c1ccccn1, O=C(Cl)c1ccc(Cl)cc1, ClCCl, NCc1ccc(S(=O)(=O)N2CCC3(CC2)OCCO3)cc1, c1ccncc1. The product is O=C(NCc1ccc(S(=O)(=O)N2CCC3(CC2)OCCO3)cc1)c1ccc(Cl)cc1. As a reaction SMILES: [C:47]([Cl:48])(=[O:49])[c:50]1[cH:51][cH:52][cH:53][cH:54][cH:55]1.[CH3:38][N:39]([c:40]1[cH:41][cH:42][cH:43][cH:44][n:45]1)[CH3:46].[Cl:28][C:29](=[O:30])[c:31]1[cH:32][cH:33][c:34]([Cl:35])[cH:36][cH:37]1.[Cl:56][CH2:57][Cl:58].[O:1]1[CH2:2][CH2:3][O:4][C:5]12[CH2:6][CH2:7][N:8]([S:11](=[O:12])(=[O:13])[c:14]1[cH:15][cH:16][c:17]([CH2:20][NH2:21])[cH:18][cH:19]1)[CH2:9][CH2:10]2.[cH:22]1[cH:23][cH:24][n:25][cH:26][cH:27]1>>[O:1]1[CH2:2][CH2:3][O:4][C:5]12[CH2:6][CH2:7][N:8]([S:11](=[O:12])(=[O:13])[c:14]1[cH:15][cH:16][c:17]([CH2:20][NH:21][C:29](=[O:30])[c:31]3[cH:32][cH:33][c:34]([Cl:35])[cH:36][cH:37]3)[cH:18][cH:19]1)[CH2:9][CH2:10]2. Reactants: 4, C(CCl)Cl (EDC), BrCC=CC(=O)O (4-bromo-2-butenoic acid), CNC (dimethylamine). Run in CN(C)C=O (DMF), C1CCOC1 (THF). The product is CN(CC=CC(=O)O)C (4-dimethylamino-2-butenoic acid), product. The yield is 40.0%. As a reaction SMILES: Br[CH2:2][CH:3]=[CH:4][C:5]([OH:7])=[O:6].[CH3:8][NH:9][CH3:10].C(Cl)CCl>C1COCC1.CN(C=O)C>[CH3:8][N:9]([CH3:10])[CH2:2][CH:3]=[CH:4][C:5]([OH:7])=[O:6]. Procedure details: 100 mg of 4-dimethylamino-2-butenoic acid (0.63 mmol) which was prepared by reaction between 4-bromo-2-butenoic acid and dimethylamine in THF, was added in 2 ml DMF and 185 mg of 4 (0.53 mmol) was added followed by 0.6 mmol EDC. The mixture was stirred over night at room temperature and the final product was purified by preparative HPLC to give 120 mg product as light yellow solid, yield 40%. HPLC-MS: m/z: 496 [M+1]+. Reactants: Fc1ccc(-c2ccc3cc(Br)ccc3c2)c(F)c1, Cc1ccccc1, CC(C)[Si](S[Si](C(C)C)(C(C)C)C(C)C)(C(C)C)C(C)C, [H-], [Na+], C1CCOC1, c1ccc(P(c2ccccc2)(c2ccccc2)[Pd](P(c2ccccc2)(c2ccccc2)c2ccccc2)(P(c2ccccc2)(c2ccccc2)c2ccccc2)P(c2ccccc2)(c2ccccc2)c2ccccc2)cc1. Product: Fc1ccc(-c2ccc3cc(S)ccc3c2)c(F)c1. As a reaction SMILES: [Br:24][c:25]1[cH:26][c:27]2[cH:28][cH:29][c:30](-[c:35]3[c:36]([F:42])[cH:37][c:38]([F:41])[cH:39][cH:40]3)[cH:31][c:32]2[cH:33][cH:34]1.[CH3:48][c:49]1[cH:50][cH:51][cH:52][cH:53][cH:54]1.[CH:3]([Si:4]([S:13][Si:5]([CH:6]([CH3:7])[CH3:8])([CH:9]([CH3:10])[CH3:11])[CH:12]([CH3:14])[CH3:15])([CH:16]([CH3:17])[CH3:18])[CH:19]([CH3:20])[CH3:21])([CH3:22])[CH3:23].[H-:1].[Na+:2].[O:43]1[CH2:44][CH2:45][CH2:46][CH2:47]1.[cH:55]1[cH:56][cH:57][c:58]([P:59]([Pd:60]([P:61]([c:62]2[cH:63][cH:64][cH:65][cH:66][cH:67]2)([c:68]2[cH:69][cH:70][cH:71][cH:72][cH:73]2)[c:74]2[cH:75][cH:76][cH:77][cH:78][cH:79]2)([P:80]([c:81]2[cH:82][cH:83][cH:84][cH:85][cH:86]2)([c:87]2[cH:88][cH:89][cH:90][cH:91][cH:92]2)[c:93]2[cH:94][cH:95][cH:96][cH:97][cH:98]2)[P:99]([c:100]2[cH:101][cH:102][cH:103][cH:104][cH:105]2)([c:106]2[cH:107][cH:108][cH:109][cH:110][cH:111]2)[c:112]2[cH:113][cH:114][cH:115][cH:116][cH:117]2)([c:118]2[cH:119][cH:120][cH:121][cH:122][cH:123]2)[c:124]2[cH:125][cH:126][cH:127][cH:128][cH:129]2)[cH:130][cH:131]1>>[SH:13][c:25]1[cH:26][c:27]2[cH:28][cH:29][c:30](-[c:35]3[c:36]([F:42])[cH:37][c:38]([F:41])[cH:39][cH:40]3)[cH:31][c:32]2[cH:33][cH:34]1.